From a dataset of the Open Reaction Database (ORD), a public repository of structured organic reaction records. describe an organic reaction: reactants, conditions, products, and yield Reactants: ClS(=O)(=O)C=1C=C(C(=O)O)C=CC1 (3-(chlorosulfonyl)benzoic acid), C(C)(C)N(CC)C(C)C (Diisopropylethylamine), N1CCOCC1 (morpholine). Solvent: ClCCl (dichloromethane). Run at time 2 hour. The product is N1(CCOCC1)S(=O)(=O)C=1C=C(C(=O)O)C=CC1 (3-(Morpholine-4-sulfonyl)-benzoic Acid). Isolated yield 81.1%. As a reaction SMILES: Cl[S:2]([C:5]1[CH:6]=[C:7]([CH:11]=[CH:12][CH:13]=1)[C:8]([OH:10])=[O:9])(=[O:4])=[O:3].C(N(C(C)C)CC)(C)C.[NH:23]1[CH2:28][CH2:27][O:26][CH2:25][CH2:24]1>ClCCl>[N:23]1([S:2]([C:5]2[CH:6]=[C:7]([CH:11]=[CH:12][CH:13]=2)[C:8]([OH:10])=[O:9])(=[O:4])=[O:3])[CH2:28][CH2:27][O:26][CH2:25][CH2:24]1. Reported procedure: Commercially available 3-(chlorosulfonyl)benzoic acid (3 g, 13.5 mmol) was suspended in dichloromethane (50 mL). Diisopropylethylamine (5.19 mL, 30 mmol) and morpholine (1.67 mL, 21 mmol) were added slowly. After 2 h, the solvent was removed under reduced pressure. The residue was dissolved in ethyl acetate and washed with 3N HCl three times. The ethyl acetate phase was dried over magnesium sulfate and the solvent was removed under reduced pressure, to provide the title product (2.97 g, 81%) as ... Reactants: C(C)(C)(C)OC(=O)N1CC(C1)OC1=C(C=CC(=C1)Br)C#N (3-(5-Bromo-2-cyano-phenoxy)-azetidine-1-carboxylic acid tert-butyl ester), FC(C1=C(C=CC=C1)B(O)O)(F)F (2-trifluoromethylphenylboronic acid). The product is C(C)(C)(C)OC(=O)N1CC(C1)OC=1C=C(C=CC1C#N)C1=C(C=CC=C1)C(F)(F)F (3-(4-Cyano-2′-trifluoromethyl-biphenyl-3-yloxy)-azetidine-1-carboxylic acid tert-butyl ester). Reaction SMILES: [C:1]([O:5][C:6]([N:8]1[CH2:11][CH:10]([O:12][C:13]2[CH:18]=[C:17](Br)[CH:16]=[CH:15][C:14]=2[C:20]#[N:21])[CH2:9]1)=[O:7])([CH3:4])([CH3:3])[CH3:2].[F:22][C:23]([F:34])([F:33])[C:24]1[CH:29]=[CH:28][CH:27]=[CH:26][C:25]=1B(O)O>>[C:1]([O:5][C:6]([N:8]1[CH2:11][CH:10]([O:12][C:13]2[CH:18]=[C:17]([C:25]3[CH:26]=[CH:27][CH:28]=[CH:29][C:24]=3[C:23]([F:34])([F:33])[F:22])[CH:16]=[CH:15][C:14]=2[C:20]#[N:21])[CH2:9]1)=[O:7])([CH3:4])([CH3:3])[CH3:2]. Reported procedure: Prepared from the title compound of Step A according to Example 1 Step E using 2-trifluoromethylphenylboronic acid. Reactants: NC1=C(C=C(C=N1)C=1C=NC(=CC1)O)O[C@H](C)C1=C(C=CC(=C1)F)N1N=CC=N1 (6′-amino-5′-{(1R)-1-[5-fluoro-2-(2H-1,2,3-triazol-2-yl)phenyl]ethoxy}-3,3′-bipyridin-6-ol), CS(=O)(=O)OC1CCN(CC1)C(=O)OC(C)(C)C (tert-butyl 4-(methylsulfonyloxy)piperidine-1-carboxylate), C([O-])([O-])=O.[Cs+].[Cs+] (cesium carbonate). Solvent: [Cl-].[Na+].O (brine). Yields the product NC1=C(C=C(C=N1)C=1C=NC(=CC1)OC1CCN(CC1)C(=O)OC(C)(C)C)O[C@H](C)C1=C(C=CC(=C1)F)N1N=CC=N1 (tert-butyl 4-[(6′-amino-5′-{(1R)-1-[5-fluoro-2-(2H-1,2,3-triazol-2-yl)phenyl]ethoxy}-3,3′-bipyridin-6-yl)oxy]piperidine-1-carboxylate). The yield is 66.0%. Reaction SMILES: [NH2:1][C:2]1[N:7]=[CH:6][C:5]([C:8]2[CH:9]=[N:10][C:11]([OH:14])=[CH:12][CH:13]=2)=[CH:4][C:3]=1[O:15][C@@H:16]([C:18]1[CH:23]=[C:22]([F:24])[CH:21]=[CH:20][C:19]=1[N:25]1[N:29]=[CH:28][CH:27]=[N:26]1)[CH3:17].CS(O[CH:35]1[CH2:40][CH2:39][N:38]([C:41]([O:43][C:44]([CH3:47])([CH3:46])[CH3:45])=[O:42])[CH2:37][CH2:36]1)(=O)=O.C(=O)([O-])[O-].[Cs+].[Cs+]>[Cl-].[Na+].O>[NH2:1][C:2]1[N:7]=[CH:6][C:5]([C:8]2[CH:9]=[N:10][C:11]([O:14][CH:35]3[CH2:40][CH2:39][N:38]([C:41]([O:43][C:44]([CH3:47])([CH3:46])[CH3:45])=[O:42])[CH2:37][CH2:36]3)=[CH:12][CH:13]=2)=[CH:4][C:3]=1[O:15][C@@H:16]([C:18]1[CH:23]=[C:22]([F:24])[CH:21]=[CH:20][C:19]=1[N:25]1[N:29]=[CH:28][CH:27]=[N:26]1)[CH3:17] |f:2.3.4,5.6.7|. Procedure: A mixture of example 121 (125 mg, 0.308 mmol), tert-butyl 4-(methylsulfonyloxy)piperidine-1-carboxylate (129 mg, 0.462 mmol) and cesium carbonate (301 mg, 0.924 mmol) was heated at 90° C. for 24 hr. LCMS indicated ˜90% completion of the reaction. Two products were observed. The mixture was dropped into brine and the resulting precipitate was collected by filtration and rinsed with water. The partially dried solids were taken up in EtOAc, dried over magnesium sulfate and concentrated. The residue... Reactants: C(C)(C)C=1C=C(OC2=C(C#N)C=C(C=C2C)[N+](=O)[O-])C=CC1OC (2-(3-isopropyl-4-methoxy-phenoxy)-3-methyl-5-nitrobenzonitrile), B(Br)(Br)Br (boron tribromide). Run in ClCCl (dichloromethane). Conditions: temperature -78 celsius, time 1 hour. The product is ethyl acetate hexanes, C(C)(C)C=1C=C(OC2=C(C#N)C=C(C=C2C)[N+](=O)[O-])C=CC1O (2-(3-isopropyl-4-hydroxy-phenoxy)-3-methyl-5-nitrobenzonitrile). Isolated yield 72.9%. As a reaction SMILES: [CH:1]([C:4]1[CH:5]=[C:6]([CH:20]=[CH:21][C:22]=1[O:23]C)[O:7][C:8]1[C:15]([CH3:16])=[CH:14][C:13]([N+:17]([O-:19])=[O:18])=[CH:12][C:9]=1[C:10]#[N:11])([CH3:3])[CH3:2].B(Br)(Br)Br>ClCCl>[CH:1]([C:4]1[CH:5]=[C:6]([CH:20]=[CH:21][C:22]=1[OH:23])[O:7][C:8]1[C:15]([CH3:16])=[CH:14][C:13]([N+:17]([O-:19])=[O:18])=[CH:12][C:9]=1[C:10]#[N:11])([CH3:3])[CH3:2]. Procedure: To a cooled (−78° C.), stirred solution of 2-(3-isopropyl-4-methoxy-phenoxy)-3-methyl-5-nitrobenzonitrile (308 mg) in dichloromethane (5 mL) was added boron tribromide (0.31 mL) dropwise. The reaction was allowed to warm to RT and stirred for 1 h, quenched with water and stirred for 20 min. The reaction was extracted with ethyl acetate, the organic phase washed with water, saturated aqueous brine, dried over sodium sulfate and concentrated in vacuo. Flash chromatography (20% ethyl acetate/hexane... Reactants: N1=CC=CC=C1 (pyridine), Cl.C(C)(=O)NCCNN=CNC1=CC=C(C(=O)O)C=C1 (4-[(2-acetylaminoethyl)aminoiminomethylamino]benzoic acid.hydrochloride), Cl.C(N)(=N)C=1C=C2C=CC(=C(C2=CC1)CC(N)=O)O (6-amidino-1-carbamoylmethyl-2-naphthol.hydrochloride), C1CCC(CC1)N=C=NC2CCCCC2 (DCC). The reagents and catalysts are CN(C)C=1C=CN=CC1 (DMAP). Solvent: C(C)C(=O)C.O.C(C)(=O)O (methyl ethyl ketone water acetic acid). Run at time 2 hour. Yields the product Cl.Cl.C(C)(=O)NCCNN=CNC1=CC=C(C(=O)OC2=C(C3=CC=C(C=C3C=C2)C(N)=N)CC(N)=O)C=C1 (6-amidino-1-carbamoylmethyl-2-naphthyl 4-[(2-acetylaminoethyl)aminoiminomethylamino]-benzoate.dihydrochloride). Isolated yield 88.4%. RXN SMILES: N1C=CC=CC=1.[ClH:7].[C:8]([NH:11][CH2:12][CH2:13][NH:14][N:15]=[CH:16][NH:17][C:18]1[CH:26]=[CH:25][C:21]([C:22]([OH:24])=[O:23])=[CH:20][CH:19]=1)(=[O:10])[CH3:9].Cl.[C:28]([C:31]1[CH:32]=[C:33]2[C:38](=[CH:39][CH:40]=1)[C:37]([CH2:41][C:42](=[O:44])[NH2:43])=[C:36](O)[CH:35]=[CH:34]2)(=[NH:30])[NH2:29].C1CCC(N=C=NC2CCCCC2)CC1>CN(C1C=CN=CC=1)C.C(C(C)=O)C.O.C(O)(=O)C>[ClH:7].[ClH:7].[C:8]([NH:11][CH2:12][CH2:13][NH:14][N:15]=[CH:16][NH:17][C:18]1[CH:19]=[CH:20][C:21]([C:22]([O:24][C:36]2[CH:35]=[CH:34][C:33]3[C:38](=[CH:39][CH:40]=[C:31]([C:28](=[NH:29])[NH2:30])[CH:32]=3)[C:37]=2[CH2:41][C:42](=[O:44])[NH2:43])=[O:23])=[CH:25][CH:26]=1)(=[O:10])[CH3:9] |f:1.2,3.4,7.8.9,10.11.12|. Procedure details: 40 Milliliters of 10% hydrous pyridine was added to 1.5 g of 4-[(2-acetylaminoethyl)aminoiminomethylamino]benzoic acid.hydrochloride, 1.12 g of 6-amidino-1-carbamoylmethyl-2-naphthol.hydrochloride, 1.55 g of DCC and 61 mg of DMAP, followed by stirring for 2 hours under cooling with ice and then 48 hours at room temperature. The precipitate was filtered and the filtrate was concentrated under reduced pressure. To the residue was added 15 ml of methanol, and this solution was added dropwise to 400... The reactants are N(N)CC=1C=C2C(=CNC2=CC1)CCN(C)C ([2-(5-Hydrazinomethyl-1H-indol-3-yl)-ethyl]-dimethyl-amine), N1=CN=CN=C1 (1,3,5-triazine). Solvent: C(C)O (ethanol), C(C)(C)(C)OC (tert-butyl methylether). The product is CN(C)CCC1=CNC2=C1C=C(C=C2)CN3C=NC=N3 (Rizatriptan). Isolated yield 157.2%. Reaction SMILES: [NH:1]([CH2:3][C:4]1[CH:5]=[C:6]2[C:10](=[CH:11][CH:12]=1)[NH:9][CH:8]=[C:7]2[CH2:13][CH2:14][N:15]([CH3:17])[CH3:16])[NH2:2].[N:18]1[CH:23]=NC=N[CH:19]=1>C(O)C.C(OC)(C)(C)C>[CH3:17][N:15]([CH2:14][CH2:13][C:7]1[C:6]2[CH:5]=[C:4]([CH2:3][N:1]3[N:2]=[CH:23][N:18]=[CH:19]3)[CH:12]=[CH:11][C:10]=2[NH:9][CH:8]=1)[CH3:16]. Procedure details: A solution of [2-(5-Hydrazinomethyl-1H-indol-3-yl)-ethyl]-dimethyl-amine (3.1 g, 85% purity, 11.9 mmol) and 1,3,5-triazine (0.69 g, 8.5 mmol) in ethanol (50 ml) is refluxed over night. The solution is then diluted with tert-butyl methylether (TBME), and the precipitated ammonium salts are filtered off. Removal of the solvent on the rotavapor produces 3.6 g of an oil which is chromatographed on silica (CH2Cl2: MeOH:NH4OH 98:2:1 to 95:5:1 v:v:v) to give 1.75 g (55%) of the product, dimethyl-[2-(5-... Starting materials: NC1=CC(=C(C(=O)O)C=C1)O (4-amino-2-hydroxybenzoic acid), N(=O)[O-].[Na+] (sodium nitrite), [I-].[K+] (potassium iodide). The reagents and catalysts are [Cu]I (copper(I) iodide). Run in S(O)(O)(=O)=O (sulfuric acid), S(O)(O)(=O)=O (sulfuric acid), O (water), S(O)(O)(=O)=O (sulfuric acid). Conditions: temperature -10 celsius, time 36 hour. Yields the product OC1=C(C(=O)O)C=CC(=C1)I (2-hydroxy-4-iodobenzoic acid). RXN SMILES: N[C:2]1[CH:10]=[CH:9][C:5]([C:6]([OH:8])=[O:7])=[C:4]([OH:11])[CH:3]=1.N([O-])=O.[Na+].[I-:16].[K+]>O.S(=O)(=O)(O)O.[Cu]I>[OH:11][C:4]1[CH:3]=[C:2]([I:16])[CH:10]=[CH:9][C:5]=1[C:6]([OH:8])=[O:7] |f:1.2,3.4|. Procedure: To 20% sulfuric acid solution (650 ml) were added 4-amino-2-hydroxybenzoic acid and 200 ml of 20% sulfuric acid solution. The solution was cooled to −10° C. and a solution of sodium nitrite (47 g, 0.34 mol) in water (100 ml) was added over 5 hours. The solution obtained was added dropwise to a suspension of potassium iodide (69.5 g, 0.42 mol) and copper(I) iodide (69.5 g, 0.36 mol) in 370 ml of 20% sulfuric acid. The mixture was stirred for 36 hours at room temperature and was then filtered. The... Reactants: O1C(CCCC1)OCC1=C(C(=CC=C1)C1=NC=CN=C1)C (2-methyl-3-(pyrazinyl)-benzenemethanol tetrahydropyranyl ether), pyridinium salt, CC1=CC=C(C=C1)S(=O)(=O)O (4-methylbenzenesulfonic acid). Solvent: C(C)O (ethanol). Run at time 24 hour. The product is CC1=C(C=CC=C1C1=NC=CN=C1)CO (2-methyl-3-(pyrazinyl)phenylmethanol). Yield: 99.9%. Reaction SMILES: O1CCCCC1[O:7][CH2:8][C:9]1[CH:14]=[CH:13][CH:12]=[C:11]([C:15]2[CH:20]=[N:19][CH:18]=[CH:17][N:16]=2)[C:10]=1[CH3:21].CC1C=CC(S(O)(=O)=O)=CC=1>C(O)C>[CH3:21][C:10]1[C:11]([C:15]2[CH:20]=[N:19][CH:18]=[CH:17][N:16]=2)=[CH:12][CH:13]=[CH:14][C:9]=1[CH2:8][OH:7]. Procedure details: A solution of 2.4 g (0.008 mol) of 2-methyl-3-(pyrazinyl)-benzenemethanol tetrahydropyranyl ether and 0.21 g of the pyridinium salt of 4-methylbenzenesulfonic acid in 35 mL of ethanol was warmed to 50° C.±5° C., and stirred for 24 hours. The reaction mixture was concentrated under reduced pressure, and the residue stirred for one hour with a mixture of 50 mL of methylene chloride and 50 mL of water. The organic layer was separated, dried, and concentrated under reduced pressure to give 1.6 g 2-m... The reactants are CCOC(=O)C(C)CCCCCn1c(C)nc(-c2ccccc2)c1-c1ccccc1, CO, [Na+], [OH-]. Yields the product Cc1nc(-c2ccccc2)c(-c2ccccc2)n1CCCCCC(C)C(=O)O. RXN SMILES: [CH2:1]([CH3:2])[O:3][C:4]([CH:5]([CH2:6][CH2:7][CH2:8][CH2:9][CH2:10][n:11]1[c:12]([CH3:28])[n:13][c:14](-[c:22]2[cH:23][cH:24][cH:25][cH:26][cH:27]2)[c:15]1-[c:16]1[cH:17][cH:18][cH:19][cH:20][cH:21]1)[CH3:29])=[O:30].[CH3:33][OH:34].[Na+:32].[OH-:31]>>[O:3]=[C:4]([CH:5]([CH2:6][CH2:7][CH2:8][CH2:9][CH2:10][n:11]1[c:12]([CH3:28])[n:13][c:14](-[c:22]2[cH:23][cH:24][cH:25][cH:26][cH:27]2)[c:15]1-[c:16]1[cH:17][cH:18][cH:19][cH:20][cH:21]1)[CH3:29])[OH:30]. Starting materials: COC(=O)C1(OCCCC1)\C=C\C1=CC=C2C=CC(=NC2=C1)[C@@H](C)NC(=O)OC(C)(C)C (2-{(E)-2-[2-((R)-1-tert-butoxycarbonylamino-ethyl)-quinolin-7-yl]-vinyl}-tetrahydro-pyran-2-carboxylic acid methyl ester), O.[OH-].[Li+] (lithium hydroxide monohydrate). The solvent is O1CCCC1 (tetrahydrofuran), O (water). Conditions: time 18 hour. Product: C(C)(C)(C)OC(=O)N[C@H](C)C1=NC2=CC(=CC=C2C=C1)/C=C/C1(OCCCC1)C(=O)O (2-{(E)-2-[2-((R)-1-tert-butoxycarbonylamino-ethyl)-quinolin-7-yl]-vinyl}-tetrahydro-pyran-2-carboxylic acid). Yield: 100.0%. As a reaction SMILES: C[O:2][C:3]([C:5]1(/[CH:11]=[CH:12]/[C:13]2[CH:22]=[C:21]3[C:16]([CH:17]=[CH:18][C:19]([C@H:23]([NH:25][C:26]([O:28][C:29]([CH3:32])([CH3:31])[CH3:30])=[O:27])[CH3:24])=[N:20]3)=[CH:15][CH:14]=2)[CH2:10][CH2:9][CH2:8][CH2:7][O:6]1)=[O:4].O.[OH-].[Li+]>O1CCCC1.O>[C:29]([O:28][C:26]([NH:25][C@@H:23]([C:19]1[CH:18]=[CH:17][C:16]2[C:21](=[CH:22][C:13](/[CH:12]=[CH:11]/[C:5]3([C:3]([OH:4])=[O:2])[CH2:10][CH2:9][CH2:8][CH2:7][O:6]3)=[CH:14][CH:15]=2)[N:20]=1)[CH3:24])=[O:27])([CH3:30])([CH3:31])[CH3:32] |f:1.2.3|. Reported procedure: A solution of 2-{(E)-2-[2-((R)-1-tert-butoxycarbonylamino-ethyl)-quinolin-7-yl]-vinyl}-tetrahydro-pyran-2-carboxylic acid methyl ester (130 mg, 0.3 mmol) in tetrahydrofuran (6 mL) was stirred at 5° C. under nitrogen. A solution of lithium hydroxide monohydrate (25 mg, 0.6 mmol) in water (1.5 mL) was added and the reaction mixture was stirred at room temperature for 18 h. The majority of the organic solvent was evaporated. The solution was acidified to pH 2 with ice-cold hydrochloric acid (2 M) a...